Dataset: the Open Reaction Database (ORD), a public repository of structured organic reaction records. Task: describe an organic reaction: reactants, conditions, products, and yield Reactants: C1CCOC1, CNS(=O)(=O)c1ccc(OCC(F)(F)F)c(C(=O)OC)c1. Product: CNS(=O)(=O)c1ccc(OCC(F)(F)F)c(C(=O)O)c1. Reaction SMILES: [CH2:22]1[O:23][CH2:24][CH2:25][CH2:26]1.[CH3:1][O:2][C:3]([c:4]1[c:5]([O:15][CH2:16][C:17]([F:18])([F:19])[F:20])[cH:6][cH:7][c:8]([S:10]([NH:11][CH3:12])(=[O:13])=[O:14])[cH:9]1)=[O:21]>>[O:2]=[C:3]([c:4]1[c:5]([O:15][CH2:16][C:17]([F:18])([F:19])[F:20])[cH:6][cH:7][c:8]([S:10]([NH:11][CH3:12])(=[O:13])=[O:14])[cH:9]1)[OH:21].